From a dataset of the Open Reaction Database (ORD), a public repository of structured organic reaction records. describe an organic reaction: reactants, conditions, products, and yield Starting materials: NC=1C(=CC(=C(C1)C=1C(N(C(=CN1)C(F)(F)F)C)=O)F)Cl (3-(5-amino-4-chloro-2-fluorophenyl)-1-methyl-6-trifluoromethyl-2-oxo-1,2-dihydropyrazine), NC=1C(=CC(=C(C1)C=1C(N(C(=CN1)C(F)(F)F)C)=O)F)Cl (3-(5-amino-4-chloro-2-fluorophenyl)-1-methyl-6-trifluoromethyl-2-oxo-1,2-dihydropyrazine), BrC(C(=O)OCC)C (ethyl 2-bromopropionate). Solvent: O (water). Conditions: temperature 140 celsius, time 3 hour. The product is ClC1=CC(=C(C=C1NC(C)C(=O)OCC)C=1C(N(C(=CN1)C(F)(F)F)C)=O)F (3-{4-chloro-5-[1-(ethoxycarbonyl)ethylamino]-2-fluorophenyl}-1-methyl-6-trifluoromethyl-2-oxo-1,2-dihydropyrazine). Isolated yield 51.0%. Reaction SMILES: [NH2:1][C:2]1[C:3]([Cl:21])=[CH:4][C:5]([F:20])=[C:6]([C:8]2[C:9](=[O:19])[N:10]([CH3:18])[C:11]([C:14]([F:17])([F:16])[F:15])=[CH:12][N:13]=2)[CH:7]=1.Br[CH:23]([CH3:29])[C:24]([O:26][CH2:27][CH3:28])=[O:25]>O>[Cl:21][C:3]1[C:2]([NH:1][CH:23]([C:24]([O:26][CH2:27][CH3:28])=[O:25])[CH3:29])=[CH:7][C:6]([C:8]2[C:9](=[O:19])[N:10]([CH3:18])[C:11]([C:14]([F:17])([F:16])[F:15])=[CH:12][N:13]=2)=[C:5]([F:20])[CH:4]=1. Reported procedure: A mixture of 0.12 g of 3-(5-amino-4-chloro-2-fluorophenyl)-1-methyl-6-trifluoromethyl-2-oxo-1,2-dihydropyrazine (present compound 1-23) and 70 μl of ethyl 2-bromopropionate was stirred at 140° C. for 3 hours. After completion of the reaction, the reaction mixture was poured into water, followed by extraction with ethyl acetate. The organic layer was washed with saturated sodium chloride solution, dried with anhydrous magnesium sulfate, and concentrated. The residue was subjected to silica gel co... The reactants are N1=CC=CC=C1 (pyridine), C(C)(C)(C)OC(=O)N1C(CCC1C(=O)N1C(CCC1)C#N)COC1=CC=C(C2=CC=CC=C12)N (2-(4-Amino-naphthalen-1-yloxymethyl)-5-(2-cyano-pyrrolidine-1-carbonyl)-pyrrolidine-1-carboxylic acid tert-butyl ester), CS(=O)(=O)Cl (Methanesulfonyl chloride). Run in C(Cl)Cl (CH2Cl2). Product: C(#N)[C@H]1N(CCC1)C(=O)[C@@H]1CC[C@@H](N1)COC1=CC=C(C2=CC=CC=C12)NS(=O)(=O)C (N-{4-[((2R,5S)-5-{[(2S)-2-cyanopyrrolidin-1-yl]carbonyl}pyrrolidin-2-yl)methoxy]-1-naphthyl}methanesulfonamide). Reaction SMILES: C(OC([N:8]1[CH:12]([C:13]([N:15]2[CH2:19][CH2:18][CH2:17][CH:16]2[C:20]#[N:21])=[O:14])[CH2:11][CH2:10][CH:9]1[CH2:22][O:23][C:24]1[C:33]2[C:28](=[CH:29][CH:30]=[CH:31][CH:32]=2)[C:27]([NH2:34])=[CH:26][CH:25]=1)=O)(C)(C)C.N1C=CC=CC=1.[CH3:41][S:42](Cl)(=[O:44])=[O:43]>C(Cl)Cl>[C:20]([C@@H:16]1[CH2:17][CH2:18][CH2:19][N:15]1[C:13]([C@H:12]1[NH:8][C@@H:9]([CH2:22][O:23][C:24]2[C:33]3[C:28](=[CH:29][CH:30]=[CH:31][CH:32]=3)[C:27]([NH:34][S:42]([CH3:41])(=[O:44])=[O:43])=[CH:26][CH:25]=2)[CH2:10][CH2:11]1)=[O:14])#[N:21]. Reported procedure: The compound of Example 97A (32 mg, 0.07 mmol) was dissolved in CH2Cl2 (1 mL) and pyridine (0.5 mL) in a microwave reaction tube. Methanesulfonyl chloride (6.0 μL, 0.21 mmol) was added. It was reacted under microwave condition at 130° C. for 20 minutes. The mixture was filtered and purified by reverse phase HPLC to give the desired sulfonamide. Starting materials: C1CCOC1, FC(F)=C(F)Cl, CC[Si](Cl)(CC)CC, [Li]CCCC. Product: CC[Si](CC)(CC)C(F)=C(F)F. Reaction SMILES: [CH2:20]1[O:21][CH2:22][CH2:23][CH2:24]1.[Cl:1][C:2](=[C:3]([F:4])[F:5])[F:6].[Cl:7][Si:8]([CH2:9][CH3:10])([CH2:11][CH3:12])[CH2:13][CH3:14].[Li:15][CH2:16][CH2:17][CH2:18][CH3:19]>>[C:2](=[C:3]([F:4])[F:5])([F:6])[Si:8]([CH2:9][CH3:10])([CH2:11][CH3:12])[CH2:13][CH3:14]. Starting materials: BrCC(=O)C1=CC=CC=C1 (2-bromoacetophenone), C(C)(=O)NC(=N)N (1-acetylguanidine). Run in CCOC(=O)C (EtOAc), CN(C)C=O (DMF). Reaction conditions: time 2 day. The product is C1(=CC=CC=C1)C=1N=C(NC1)NC(C)=O (N-(4-phenyl-1H-imidazol-2-yl)-acetamide). As a reaction SMILES: Br[CH2:2][C:3]([C:5]1[CH:10]=[CH:9][CH:8]=[CH:7][CH:6]=1)=O.[C:11]([NH:14][C:15]([NH2:17])=[NH:16])(=[O:13])[CH3:12]>CN(C=O)C.CCOC(C)=O>[C:5]1([C:3]2[N:16]=[C:15]([NH:14][C:11](=[O:13])[CH3:12])[NH:17][CH:2]=2)[CH:10]=[CH:9][CH:8]=[CH:7][CH:6]=1. Reported procedure: To a solution of 2.0 g (10 mmol) of 2-bromoacetophenone in DMF (30 mL) was added 3.0 g (29 mmol) 1-acetylguanidine in one portion, the reaction mixture was stirred at rt for 2 days. The reaction mixture was diluted with EtOAc (250 mL) and washed with saturated NH4Cl aq. solution (50 mL). The organic phase was dried over MgSO4 and concentrated under vacuum. The residue was purified by a flash column chromatography eluting with EtOAc to give N-(4-phenyl-1H-imidazol-2-yl)-acetamide. (0.5 g, 24%). L... Starting materials: COC(CC1=CC2=CC=C(C=C2C(=C1)C(C1=CC=C(C=C1)S(=O)(=O)C)=O)F)=O ([6-fluoro-4-(4-methanesulfonyl-benzoyl)-naphthalen-2-yl]-acetic acid methyl ester), [BH4-].[Na+] (sodium borohydride). The solvent is CO (methanol). Conditions: time 8 hour. Product: COC(CC1=CC2=CC=C(C=C2C(=C1)C(C1=CC=C(C=C1)S(=O)(=O)C)O)F)=O ({6-fluoro-4-[hydroxy-(4-methanesulfonyl-phenyl)-methyl]-naphthalen-2-yl}-acetic acid methyl ester). Yield: 86.0%. As a reaction SMILES: [CH3:1][O:2][C:3](=[O:28])[CH2:4][C:5]1[CH:14]=[C:13]([C:15](=[O:26])[C:16]2[CH:21]=[CH:20][C:19]([S:22]([CH3:25])(=[O:24])=[O:23])=[CH:18][CH:17]=2)[C:12]2[C:7](=[CH:8][CH:9]=[C:10]([F:27])[CH:11]=2)[CH:6]=1.[BH4-].[Na+]>CO>[CH3:1][O:2][C:3](=[O:28])[CH2:4][C:5]1[CH:14]=[C:13]([CH:15]([OH:26])[C:16]2[CH:17]=[CH:18][C:19]([S:22]([CH3:25])(=[O:24])=[O:23])=[CH:20][CH:21]=2)[C:12]2[C:7](=[CH:8][CH:9]=[C:10]([F:27])[CH:11]=2)[CH:6]=1 |f:1.2|. Procedure details: To a solution of [6-fluoro-4-(4-methanesulfonyl-benzoyl)-naphthalen-2-yl]-acetic acid methyl ester (103.5 mg, 0.26 mmol) (example 2-1, 4th step) in methanol (3 mL) was added sodium borohydride (30 mg, 0.78 mmol) at room temperature. The reaction mixture was stirred at room temperature overnight, and then partitioned between ethyl acetate and water. The collected organic layer was dried over magnesium sulfate, filtered, and concentrated in vacuo. Flash chromatography (RediSep® Flash column, 230-4...